From a dataset of the Open Reaction Database (ORD), a public repository of structured organic reaction records. describe an organic reaction: reactants, conditions, products, and yield Reactants: CC(Cl)c1cccnc1, NCCN1CCN(c2ncccn2)CC1. Reagents/catalysts: O=C([O-])[O-].[Cs+].[Cs+] (cesium carbonate), [I-].[K+] (potassium iodide). Solvent: CN(C)C=O (DMF), CN(C)C=O (dmf), CN(C)C=O (DMF). Run at temperature 70 celsius, time 16 hour. Yields the product CC(NCCN1CCN(c2ncccn2)CC1)c1cccnc1. Reactants: C1(CCC(=O)O1)=O (succinic anhydride), OC1C2OC3OC(OC31)(C2O)OCC23CC1C(CCC1C1(C3(C(=CC2C1)C(C)C)C(=O)O)C=O)C (8a-[[[6-(hydroxy)tetrahydro-7-hydroxy-2,5-methanofuro[2,3-d]-1,3-dioxol-2-yl]oxy]methyl]-4-formyl-4,4a,5,6,7,7a,8,8a-octahydro-7-methyl-3-(1-methylethyl)-1,4-methano-s-indacene-3a(1H)-carboxylic acid), C1(CCC(=O)O1)=O (succinic anhydride). The solvent is N1=CC=CC=C1 (pyridine). Run at time 52 hour. Product: C(=O)(O)CCC(=O)OC1C2OC3OC(OC31)(C2O)OCC23CC1C(CCC1C1(C3(C(=CC2C1)C(C)C)C(=O)O)C=O)C (8a-[[[6-(3-carboxypropionyloxy)tetrahydro-7-hydroxy-2,5-methanofuro[2,3-d]-1,3-dioxol-2-yl]oxy]methyl]-4-formyl-4,4a,5,6,7,7a,8,8a-octahydro-7-methyl-3-(1-methylethyl)-1,4-methano-s-indacene-3a(1H)-carboxylic acid). Yield: 16.6%. Reaction SMILES: [OH:1][CH:2]1[CH:9]2[CH:5]3[O:6][C:7]([O:12][CH2:13][C:14]45[CH:25]6[CH2:26][C:21]([CH:33]=[O:34])([C:22]4([C:30]([OH:32])=[O:31])[C:23]([CH:27]([CH3:29])[CH3:28])=[CH:24]6)[CH:20]4[CH:16]([CH:17]([CH3:35])[CH2:18][CH2:19]4)[CH2:15]5)([CH:10]([OH:11])[CH:3]1[O:4]3)[O:8]2.[C:36]1(=[O:42])[O:41][C:39](=[O:40])[CH2:38][CH2:37]1>N1C=CC=CC=1>[C:39]([CH2:38][CH2:37][C:36]([O:1][CH:2]1[CH:9]2[CH:5]3[O:6][C:7]([O:12][CH2:13][C:14]45[CH:25]6[CH2:26][C:21]([CH:33]=[O:34])([C:22]4([C:30]([OH:32])=[O:31])[C:23]([CH:27]([CH3:29])[CH3:28])=[CH:24]6)[CH:20]4[CH:16]([CH:17]([CH3:35])[CH2:18][CH2:19]4)[CH2:15]5)([CH:10]([OH:11])[CH:3]1[O:4]3)[O:8]2)=[O:42])([OH:41])=[O:40]. Procedure details: 20 mg of compound (2) was dissolved in 1.0 ml of pyridine and stirred together with 16.4 mg of succinic anhydride at room temperature. After 52 hours, 8.2 mg of succinic anhydride was added, and the reaction was conducted for another 20 hours. The reaction solution was concentrated in vacuo and subjected to reversed phase chromatography (Capcell Pak C18 UG-120, Shiseido, 2.0φ×25 cm, 0.05% trifluoroacetic acid-acetonitrile [6:4], flow rate 10.0 ml/min, detection 210 nm) for purification, and the ...